The task is: describe an organic reaction: reactants, conditions, products, and yield. This data is from the Open Reaction Database (ORD), a public repository of structured organic reaction records. The reactants are N.O (NH3 water), C(C)N(C(=O)OC=1C=NC=CC1NC(C)=O)CC (4-Acetylamino-3-pyridinol N,N-diethylcarbamate), Cl (HCl), B.CSC (Borane methyl sulfide). Run in O1CCCC1 (tetrahydrofuran). Reaction conditions: time 30 minute. Product: C(C)N(C(=O)OC=1C=NC=CC1NCC)CC (4-Ethylamino-3-pyridinol N,N-diethylcarbamate). Reaction SMILES: [CH2:1]([N:3]([CH2:17][CH3:18])[C:4]([O:6][C:7]1[CH:8]=[N:9][CH:10]=[CH:11][C:12]=1[NH:13][C:14](=O)[CH3:15])=[O:5])[CH3:2].B.CSC.Cl.N.O>O1CCCC1>[CH2:17]([N:3]([CH2:1][CH3:2])[C:4]([O:6][C:7]1[CH:8]=[N:9][CH:10]=[CH:11][C:12]=1[NH:13][CH2:14][CH3:15])=[O:5])[CH3:18] |f:1.2,4.5|. Procedure details: 4-Acetylamino-3-pyridinol N,N-diethylcarbamate (3.43 g) was dissolved in tetrahydrofuran (75 mL) and then the reaction mixture was chilled in an ice-water bath. Borane/methyl sulfide (BMS) was added (3.25 mL, 2.60 g) and the reaction mixture was stirred in the cold bath for 30 minutes. At the end of this time an additional 3.0 mL of BMS was added and stirring was continued for 3 hours. The reaction mixture was then poured into ice/conc. HCl, stirred for 30 minutes, basified with NH3 /water and t... The reactants are O=C1CC2(CCC2)OC2=C1C=CC=C2 (3,4-Dihydro-4-oxo-spiro[2H-1-benzopyran-2,1′-cyclobutane]), OS(=O)(=O)O (H2SO4), [N+](=O)(O)[O-] (HNO3), OS(=O)(=O)O (H2SO4). Solvent: C(C)(=O)O (acetic acid). Conditions: time 10 minute. Product: [N+](=O)([O-])C=1C=CC2=C(C(CC3(CCC3)O2)=O)C1 (3,4-Dihydro-6-nitro-4-oxo-spiro[2H-1-benzopyran-2,1′-cyclobutane]). RXN SMILES: [O:1]=[C:2]1[C:10]2[CH:11]=[CH:12][CH:13]=[CH:14][C:9]=2[O:8][C:4]2([CH2:7][CH2:6][CH2:5]2)[CH2:3]1.OS(O)(=O)=O.[N+:20]([O-])([OH:22])=[O:21]>C(O)(=O)C>[N+:20]([C:12]1[CH:13]=[CH:14][C:9]2[O:8][C:4]3([CH2:7][CH2:6][CH2:5]3)[CH2:3][C:2](=[O:1])[C:10]=2[CH:11]=1)([O-:22])=[O:21]. Reported procedure: To a solution of 3,4-Dihydro-4-oxo-spiro[2H-1-benzopyran-2,1′-cyclobutane] (Example 3) (10 mmol) in glacial acetic acid (2 ml), conc. H2SO4 (10 mmol) was added at 0° C. and the mixture was stirred for 10 min. A chilled nitrating mixture [prepared from HNO3 (9 mmol) and Conc. H2SO4 (10 mmol)] was then added very slowly and the reaction mixture was allowed to warm up to room temperature and stirred for 5 h. reaction mixture was then quenched with water and the compound was extracted in dichloromet... Starting materials: B, CO, O=C(O)CCc1ccc(Cl)cc1, C1CCOC1, C1CCOC1. The product is OCCCc1ccc(Cl)cc1. Reaction SMILES: [BH3:18].[CH3:19][OH:20].[Cl:1][c:2]1[cH:3][cH:4][c:5]([CH2:8][CH2:9][C:10](=[O:11])[OH:12])[cH:6][cH:7]1.[O:13]1[CH2:14][CH2:15][CH2:16][CH2:17]1.[O:21]1[CH2:22][CH2:23][CH2:24][CH2:25]1>>[Cl:1][c:2]1[cH:3][cH:4][c:5]([CH2:8][CH2:9][CH2:10][OH:11])[cH:6][cH:7]1. Starting materials: O=c1[nH]nc(Cl)c2cc(Br)ccc12, CCOC(C)=O, NCc1c(F)cccc1Cl, O=C(C=Cc1ccccc1)C=Cc1ccccc1, O=C(C=Cc1ccccc1)C=Cc1ccccc1, O=C(C=Cc1ccccc1)C=Cc1ccccc1, [Pd], [Pd]. The product is O=c1[nH]nc(Cl)c2cc(NCc3c(F)cccc3Cl)ccc12. RXN SMILES: [Br:1][c:2]1[cH:3][c:4]2[c:5]([Cl:13])[n:6][nH:7][c:8](=[O:12])[c:9]2[cH:10][cH:11]1.[CH3:24][CH2:25][O:26][C:27]([CH3:28])=[O:29].[Cl:14][c:15]1[c:16]([CH2:17][NH2:18])[c:19]([F:23])[cH:20][cH:21][cH:22]1.[O:32]=[C:33]([CH:34]=[CH:35][c:36]1[cH:37][cH:38][cH:39][cH:40][cH:41]1)[CH:42]=[CH:43][c:44]1[cH:45][cH:46][cH:47][cH:48][cH:49]1.[O:50]=[C:51]([CH:52]=[CH:53][c:54]1[cH:55][cH:56][cH:57][cH:58][cH:59]1)[CH:60]=[CH:61][c:62]1[cH:63][cH:64][cH:65][cH:66][cH:67]1.[O:68]=[C:69]([CH:70]=[CH:71][c:72]1[cH:73][cH:74][cH:75][cH:76][cH:77]1)[CH:78]=[CH:79][c:80]1[cH:81][cH:82][cH:83][cH:84][cH:85]1.[Pd:30].[Pd:31]>>[c:2]1([NH:18][CH2:17][c:16]2[c:15]([Cl:14])[cH:22][cH:21][cH:20][c:19]2[F:23])[cH:3][c:4]2[c:5]([Cl:13])[n:6][nH:7][c:8](=[O:12])[c:9]2[cH:10][cH:11]1. Starting materials: ClC=1C=CC(NC1)(C(C1=CC=CC=C1)=O)C1=C(C=CC=C1)CN(C)C (5-chloro-2-(o-dimethylaminomethyl-phenyl)-2-benzoylpyridine), N#CBr (cyanogen bromide). Solvent: C(Cl)Cl (methylene chloride), C(Cl)Cl (methylene chloride). The product is ClC1=CC2=C(C3=C(CN=C2C2=NC=CC=C2)C=CC=C3)C=C1 (9-chloro-7-(2-pyridyl)-5H-dibenz[c,e]azepine). As a reaction SMILES: [Cl:1][C:2]1[CH:3]=[CH:4][C:5]([C:16]2[CH:21]=[CH:20][CH:19]=[CH:18][C:17]=2[CH2:22][N:23](C)[CH3:24])([C:8](=O)C2C=CC=CC=2)N[CH:7]=1.[N:26]#[C:27]Br>C(Cl)Cl>[Cl:1][C:2]1[CH:3]=[CH:4][C:5]2[C:16]3[CH:21]=[CH:20][CH:19]=[CH:18][C:17]=3[CH2:22][N:23]=[C:24]([C:4]3[CH:3]=[CH:2][CH:7]=[CH:27][N:26]=3)[C:8]=2[CH:7]=1. Reported procedure: The solution of 4.5 g of 5-chloro-2-(o-dimethylaminomethyl-phenyl)-2-benzoylpyridine in 120 ml of methylene chloride is treated during 4 hours with 13.7 ml of 0.94 molar cyanogen bromide in methylene chloride. The mixture is evaporated, the residue dissolved in 200 ml of saturated methanolic ammonia, and the solution evaporated after 2 days. The residue is taken up in aqueous sodium carbonate, the mixture extracted with diethyl ether, the extract washed with saturated aqueous sodium chloride, de... Reactants: CNC, CC(C)OC(=O)C1=C2SCC(=CC(=O)Oc3ccc([N+](=O)[O-])cc3)N2CC1C, O. RXN SMILES: [CH3:29][NH:30][CH3:31].[CH:1]([CH3:2])([CH3:3])[O:4][C:5](=[O:6])[C:7]1=[C:11]2[N:10]([CH2:9][CH:8]1[CH3:28])[C:14](=[CH:15][C:16]([O:18][c:17]1[cH:19][cH:20][c:21]([N+:22]([O-:23])=[O:24])[cH:25][cH:26]1)=[O:27])[CH2:13][S:12]2.[OH2:32]>>[CH:1]([CH3:2])([CH3:3])[O:4][C:5](=[O:6])[C:7]1=[C:11]2[N:10]([CH2:9][CH:8]1[CH3:28])[C:14](=[CH:15][C:16](=[O:18])[N:30]([CH3:29])[CH3:31])[CH2:13][S:12]2. The product is CC(C)OC(=O)C1=C2SCC(=CC(=O)N(C)C)N2CC1C. Reactants: B, C1CCOC1, CC1(C)OC(=O)C(CC(=O)O)O1, Cl, C1CCOC1. The product is CC1(C)OC(=O)C(CCO)O1. As a reaction SMILES: [BH3:13].[CH2:14]1[O:15][CH2:16][CH2:17][CH2:18]1.[CH3:1][C:2]1([CH3:12])[O:3][C:4](=[O:11])[CH:5]([CH2:7][C:8](=[O:9])[OH:10])[O:6]1.[ClH:19].[O:20]1[CH2:21][CH2:22][CH2:23][CH2:24]1>>[CH3:1][C:2]1([CH3:12])[O:3][C:4](=[O:11])[CH:5]([CH2:7][CH2:8][OH:9])[O:6]1. Reactants: CC(CCOc1ccccc1[N+](=O)[O-])N1CCC(O)CC1, O=[N+]([O-])c1ccccc1OCCCN1CCC(O)CC1, ClC(c1ccccc1)c1cccs1. Yields the product CC(CCOc1ccccc1[N+](=O)[O-])N1CCC(OC(c2ccccc2)c2cccs2)CC1. Reaction SMILES: [OH:14][CH:15]1[CH2:16][CH2:17][N:18]([CH:21]([CH2:22][CH2:23][O:24][c:25]2[c:26]([N+:31](=[O:32])[O-:33])[cH:27][cH:28][cH:29][cH:30]2)[CH3:34])[CH2:19][CH2:20]1.[OH:35][CH:36]1[CH2:37][CH2:38][N:39]([CH2:40][CH2:41][CH2:42][O:43][c:44]2[cH:45][cH:46][cH:47][cH:48][c:49]2[N+:50]([O-:51])=[O:52])[CH2:53][CH2:54]1.[c:1]1([CH:7]([c:8]2[s:9][cH:10][cH:11][cH:12]2)[Cl:13])[cH:2][cH:3][cH:4][cH:5][cH:6]1>>[c:1]1([CH:7]([c:8]2[s:9][cH:10][cH:11][cH:12]2)[O:14][CH:15]2[CH2:16][CH2:17][N:18]([CH:21]([CH2:22][CH2:23][O:24][c:25]3[c:26]([N+:31](=[O:32])[O-:33])[cH:27][cH:28][cH:29][cH:30]3)[CH3:34])[CH2:19][CH2:20]2)[cH:2][cH:3][cH:4][cH:5][cH:6]1. The reactants are C1=CC(=O)/C(=C/NNC(=S)N)/N=C1 (3-HP). The reagents and catalysts are OS(=O)(=O)O (H2SO4). The solvent is C(CCC)O (n-butanol). Yields the product C(C=C)(=O)OCCCC (butyl acrylate). Yield: 48.4%. As a reaction SMILES: [CH:1]1[CH:13]=N/C(=C\NNC(N)=S)/[C:3](=[O:4])[CH:2]=1>OS(O)(=O)=O.C(O)CCC>[C:3]([O:4][CH2:3][CH2:2][CH2:1][CH3:13])(=[O:4])[CH:2]=[CH2:1]. Procedure details: 10.0 g of 30% 3-HP, 100 ml of n-butanol and 5 drops of conc. H2SO4 were mixed in a 250 ml flask. The mixture was refluxed with a Dean-Stark trap attached to remove the water. The refluxing was continued until no more water was collecting in the Dean-Stark trap. A distillation apparatus was attached and most of the n-butanol was distilled off. Next, the temperature was reduced and a vacuum applied (0.5 torr, 80° C.) to distill the remaining liquid. 1.58 g of butyl acrylate was obtained, along wit... Starting materials: C(#N)C=1C=C2C(C3=C(CCN2C1)C=CC=C3)=O (2-Cyano-6,11-dihydro-5H-pyrrolo[2,1-b][3]benzazepin-11-one), Cl (hydrochloric acid), C(C)(=O)O (acetic acid). Yields the product C(N)(=O)C=1C=C2C(C3=C(CCN2C1)C=CC=C3)=O (2-carbamoyl-6,11-dihydro-11-oxo-5H-pyrrolo[2,1-b]-[3]benzazepine). The yield is 83.0%. Reaction SMILES: [C:1]([C:3]1[CH:4]=[C:5]2[N:11]([CH:12]=1)[CH2:10][CH2:9][C:8]1[CH:13]=[CH:14][CH:15]=[CH:16][C:7]=1[C:6]2=[O:17])#[N:2].Cl.C(O)(=[O:21])C>>[C:1]([C:3]1[CH:4]=[C:5]2[N:11]([CH:12]=1)[CH2:10][CH2:9][C:8]1[CH:13]=[CH:14][CH:15]=[CH:16][C:7]=1[C:6]2=[O:17])(=[O:21])[NH2:2]. Procedure: 2-Cyano-6,11-dihydro-5H-pyrrolo[2,1-b][3]benzazepin-11-one (30 g., 0.135 mole) in 100 ml. of concentrated hydrochloric acid and 100 ml. of acetic acid was refluxed for 2 hours. It was then poured onto 500 ml. of water and continuously extracted with methylene chloride. The solution, from which crystals deposited during the extraction, was left to cool to room temperature and filtered to afford 2-carbamoyl-6,11-dihydro-11-oxo-5H-pyrrolo[2,1-b]-[3]benzazepine (27 g. 83%), m.p. 228° C.